From a dataset of the Open Reaction Database (ORD), a public repository of structured organic reaction records. describe an organic reaction: reactants, conditions, products, and yield Starting materials: CCOC(=O)c1cc2cc(OC)ccc2n1Cc1ccccc1, CCOCC, CI, CCOC(C)=O, Cl, [Mg], C1CCOC1, O. Yields the product C=C(C)c1cc2cc(OC)ccc2n1Cc1ccccc1. RXN SMILES: [CH2:4]([c:5]1[cH:6][cH:7][cH:8][cH:9][cH:10]1)[n:11]1[c:12]([C:22]([O:23][CH2:24][CH3:25])=[O:26])[cH:13][c:14]2[cH:15][c:16]([O:20][CH3:21])[cH:17][cH:18][c:19]12.[CH3:28][CH2:29][O:30][CH2:31][CH3:32].[CH3:2][I:3].[CH3:39][CH2:40][O:41][C:42](=[O:43])[CH3:44].[ClH:27].[Mg:1].[O:33]1[CH2:34][CH2:35][CH2:36][CH2:37]1.[OH2:38]>>[CH2:2]=[C:31]([c:12]1[n:11]([CH2:4][c:5]2[cH:6][cH:7][cH:8][cH:9][cH:10]2)[c:19]2[c:14]([cH:13]1)[cH:15][c:16]([O:20][CH3:21])[cH:17][cH:18]2)[CH3:32]. Starting materials: O (water), OC1(CCCCC1)CCN1C(SCC1=O)CCCC1=CC=C(C(=O)O)C=C1 ((±)-4-[3-[3-[2-(1-hydroxycyclohexyl)ethyl]-4-oxo-2-thiazolidinyl]propyl]benzoic acid), CI (methyl iodide), C([O-])([O-])=O.[K+].[K+] (potassium carbonate). Run in CN(C=O)C (N,N-dimethylformamide). Run at time 19.5 hour. Product: OC1(CCCCC1)CCN1C(SCC1=O)CCCC1=CC=C(C(=O)OC)C=C1 ((±)-Methyl 4-[3-[3-[2-(1-Hydroxycyclohexyl)ethyl]-4-oxo-2-thiazolidinyl]propyl]benzoate). Isolated yield 101.6%. As a reaction SMILES: [OH:1][C:2]1([CH2:8][CH2:9][N:10]2[C:14](=[O:15])[CH2:13][S:12][CH:11]2[CH2:16][CH2:17][CH2:18][C:19]2[CH:27]=[CH:26][C:22]([C:23]([OH:25])=[O:24])=[CH:21][CH:20]=2)[CH2:7][CH2:6][CH2:5][CH2:4][CH2:3]1.[C:28](=O)([O-])[O-].[K+].[K+].CI.O>CN(C)C=O>[OH:1][C:2]1([CH2:8][CH2:9][N:10]2[C:14](=[O:15])[CH2:13][S:12][CH:11]2[CH2:16][CH2:17][CH2:18][C:19]2[CH:20]=[CH:21][C:22]([C:23]([O:25][CH3:28])=[O:24])=[CH:26][CH:27]=2)[CH2:3][CH2:4][CH2:5][CH2:6][CH2:7]1 |f:1.2.3|. Reported procedure: To a freshly-prepared solution of (±)-4-[3-[3-[2-(1-hydroxycyclohexyl)ethyl]-4-oxo-2-thiazolidinyl]propyl]benzoic acid (1) (10 g, 25.6 mmol) in dry N,N-dimethylformamide (86 ml) contained in a 250 ml round bottom flask is added finely-ground potassium carbonate (3.54 g, 25.6 mmol) followed by methyl iodide (1.6 ml, 25.6 mmol). The resulting suspension is protected from atmospheric moisture with a magnesium sulfate drying tube and is stirred at room temperature for 19.5 hours. The reaction mixtur... The reactants are CN(C)c1ccncc1, CCOCC, CCC(C)N, Fc1cccc(Cl)c1-c1c(F)nc2ccncc2c1F, CN(C)C=O. The product is CCC(C)Nc1c(-c2c(F)cccc2Cl)c(F)nc2ccncc12. Reaction SMILES: [CH3:31][N:32]([c:33]1[cH:34][cH:35][n:36][cH:37][cH:38]1)[CH3:39].[CH3:40][CH2:41][O:42][CH2:43][CH3:44].[CH:21]([CH3:22])([CH2:23][CH3:24])[NH2:25].[Cl:1][c:2]1[c:3](-[c:9]2[c:10]([F:20])[n:11][c:12]3[cH:13][cH:14][n:15][cH:16][c:17]3[c:18]2[F:19])[c:4]([F:8])[cH:5][cH:6][cH:7]1.[O:26]=[CH:27][N:28]([CH3:29])[CH3:30]>>[Cl:1][c:2]1[c:3](-[c:9]2[c:10]([F:20])[n:11][c:12]3[cH:13][cH:14][n:15][cH:16][c:17]3[c:18]2[NH:25][CH:21]([CH3:22])[CH2:23][CH3:24])[c:4]([F:8])[cH:5][cH:6][cH:7]1. The reactants are [OH-].[Na+] (sodium hydroxide), CC=1NC(C2=C(N1)C(=C(N2C)C)C)=O (2,5,6,7-tetramethyl-3H,4H,5H-pyrrolo[3,2-d]pyrimidin-4-one), O=P(Cl)(Cl)Cl (POCl3), C(Cl)Cl (DCM), [OH-].[Na+] (sodium hydroxide). The solvent is O (water). Reaction conditions: temperature 100 celsius, time 17 hour. The product is ClC=1C2=C(N=C(N1)C)C(=C(N2C)C)C (4-Chloro-2,5,6,7-tetramethyl-5H-pyrrolo[3,2-d]pyrimidine). RXN SMILES: [CH3:1][C:2]1[NH:3][C:4](=O)[C:5]2[N:10]([CH3:11])[C:9]([CH3:12])=[C:8]([CH3:13])[C:6]=2[N:7]=1.O=P(Cl)(Cl)[Cl:17].C(Cl)Cl.[OH-].[Na+]>O>[Cl:17][C:4]1[C:5]2[N:10]([CH3:11])[C:9]([CH3:12])=[C:8]([CH3:13])[C:6]=2[N:7]=[C:2]([CH3:1])[N:3]=1 |f:3.4|. Reported procedure: A mixture of 2,5,6,7-tetramethyl-3H,4H,5H-pyrrolo[3,2-d]pyrimidin-4-one N9b (0.334 g, 1.75 mmol) and POCl3 (4 ml) is stirred at 100° C. for 17 hours. At 0° C. DCM (30 ml) and aqueous sodium hydroxide (1 mol/1, 20 ml) is added under vigorous stirring. The water phase is made basic with an aqueous solution of sodium hydroxide (1 mol/l) and extracted with DCM. The combined organic layers are dried over MgSO4 and concentrated in vacuo. The product is used without further purification. Yield: 330 mg ... The reactants are [Al+3], C1CCOC1, [H-], [H-], [H-], [H-], [Li+], O=C(Cc1ccccc1)N1CCc2ccccc2C(Oc2ccc(C(F)(F)F)cc2)C1. Yields the product FC(F)(F)c1ccc(OC2CN(CCc3ccccc3)CCc3ccccc32)cc1. As a reaction SMILES: [Al+3:33].[CH2:38]1[O:39][CH2:40][CH2:41][CH2:42]1.[H-:32].[H-:35].[H-:36].[H-:37].[Li+:34].[c:1]1([CH2:7][C:8](=[O:9])[N:10]2[CH2:11][CH2:12][c:13]3[c:14]([cH:28][cH:29][cH:30][cH:31]3)[CH:15]([O:17][c:18]3[cH:19][cH:20][c:21]([C:24]([F:25])([F:26])[F:27])[cH:22][cH:23]3)[CH2:16]2)[cH:2][cH:3][cH:4][cH:5][cH:6]1>>[c:1]1([CH2:7][CH2:8][N:10]2[CH2:11][CH2:12][c:13]3[c:14]([cH:28][cH:29][cH:30][cH:31]3)[CH:15]([O:17][c:18]3[cH:19][cH:20][c:21]([C:24]([F:25])([F:26])[F:27])[cH:22][cH:23]3)[CH2:16]2)[cH:2][cH:3][cH:4][cH:5][cH:6]1. Starting materials: CCC1C(=O)Nc2cc3[nH]c(-c4ccc(N)cc4OC)nc3cc21, CC(=O)OC(C)=O, CC(=O)[O-], Cl, [Na+]. Product: CCC1C(=O)Nc2cc3[nH]c(-c4ccc(NC(C)=O)cc4OC)nc3cc21. Reaction SMILES: [CH2:2]([CH3:3])[CH:4]1[C:5](=[O:25])[NH:6][c:7]2[cH:8][c:9]3[c:10]([n:11][c:12](-[c:14]4[c:15]([O:21][CH3:22])[cH:16][c:17]([NH2:20])[cH:18][cH:19]4)[nH:13]3)[cH:23][c:24]21.[CH3:26][C:27](=[O:28])[O:29][C:30](=[O:31])[CH3:32].[CH3:34][C:35](=[O:36])[O-:37].[ClH:1].[Na+:33]>>[CH2:2]([CH3:3])[CH:4]1[C:5](=[O:25])[NH:6][c:7]2[cH:8][c:9]3[c:10]([n:11][c:12](-[c:14]4[c:15]([O:21][CH3:22])[cH:16][c:17]([NH:20][C:27]([CH3:26])=[O:28])[cH:18][cH:19]4)[nH:13]3)[cH:23][c:24]21. Reactants: ClC1=CC=C(COC(C)(C(C)(OC)OC)C)C=C1 (2-(4-chlorobenzyloxy)-3,3-di- methoxy-2-methyl-butane), ion, O (water). Run in C1(=CC=CC=C1)C (toluene). Yields the product ClC1=CC=C(COC(C(C)=O)(C)C)C=C1 (3-(4-chlorobenzyloxy)-3-methyl-2-butanone). Isolated yield 86.5%. As a reaction SMILES: [Cl:1][C:2]1[CH:18]=[CH:17][C:5]([CH2:6][O:7][C:8]([CH3:16])([C:10](OC)([O:12]C)[CH3:11])[CH3:9])=[CH:4][CH:3]=1.O>C1(C)C=CC=CC=1>[Cl:1][C:2]1[CH:3]=[CH:4][C:5]([CH2:6][O:7][C:8]([CH3:9])([CH3:16])[C:10](=[O:12])[CH3:11])=[CH:17][CH:18]=1. Procedure details: 134 g (0.5 mol) of 2-(4-chlorobenzyloxy)-3,3-di- methoxy-2-methyl-butane are stirred in 1 liter of toluene with 100 g of ion exchanger (Levatit SP C118) and 200 ml of water at 60° C. for 8 hours. After the ion exchanger has been filtered off with suction, the organic phase is separated off, washed with water and concentrated in vacuo. The residue is distilled. 98 g (87% of theory) of 3-(4-chlorobenzyloxy)-3-methyl-2-butanone of boiling point 95° C. to 100° C./0.03 mm Hg are obtained. Reactants: OC1=CC=C(C=C1)N1C(CC(C1)COC1=CC=C(C(=O)OC)C=C1)=O (Methyl 4-[1-(4-hydroxyphenyl)-2-pyrrolidon-4-yl]methoxybenzoate), C(C(C)C)Br (isobutyl bromide), C([O-])([O-])=O.[K+].[K+] (potassium carbonate). Solvent: CN(C=O)C (dimethylformamide). Run at temperature 80 celsius, time 24 hour. Product: C(C(C)C)OC1=CC=C(C=C1)N1C(CC(C1)COC1=CC=C(C(=O)OC)C=C1)=O (Methyl 4-[1-(4-isobutoxyphenyl)-2-pyrrolidon-4-yl]methoxybenzoate). RXN SMILES: [OH:1][C:2]1[CH:7]=[CH:6][C:5]([N:8]2[CH2:12][CH:11]([CH2:13][O:14][C:15]3[CH:24]=[CH:23][C:18]([C:19]([O:21][CH3:22])=[O:20])=[CH:17][CH:16]=3)[CH2:10][C:9]2=[O:25])=[CH:4][CH:3]=1.[CH2:26](Br)[CH:27]([CH3:29])[CH3:28].C(=O)([O-])[O-].[K+].[K+]>CN(C)C=O>[CH2:26]([O:1][C:2]1[CH:7]=[CH:6][C:5]([N:8]2[CH2:12][CH:11]([CH2:13][O:14][C:15]3[CH:16]=[CH:17][C:18]([C:19]([O:21][CH3:22])=[O:20])=[CH:23][CH:24]=3)[CH2:10][C:9]2=[O:25])=[CH:4][CH:3]=1)[CH:27]([CH3:29])[CH3:28] |f:2.3.4|. Procedure: Methyl 4-[1-(4-hydroxyphenyl)-2-pyrrolidon-4-yl]methoxybenzoate (2.00 g), isobutyl bromide (2.58 ml) and potassium carbonate (3.24 g) are dissolved and suspended in dimethylformamide (20 ml) and the mixture is heated with stirring at 80° C. for 24 hours. The solvent is distilled off under reduced pressure and water is added to the resulting residue. The resulting precipitate is collected by filtration and recrystallized from about 20% aqueous methanol to give the desired product (2.11 g}, m.p. 1... The reactants are Cc1ccccc1, CCOC(=O)C1CCCCC1=O, CC(N)c1ccccc1. Yields the product CCOC(=O)C1=C(NC(C)c2ccccc2)CCCC1. As a reaction SMILES: [CH3:22][c:23]1[cH:24][cH:25][cH:26][cH:27][cH:28]1.[O:1]=[C:2]1[CH:3]([C:8](=[O:9])[O:10][CH2:11][CH3:12])[CH2:4][CH2:5][CH2:6][CH2:7]1.[c:13]1([CH:19]([CH3:20])[NH2:21])[cH:14][cH:15][cH:16][cH:17][cH:18]1>>[C:2]1([NH:21][CH:19]([c:13]2[cH:14][cH:15][cH:16][cH:17][cH:18]2)[CH3:20])=[C:3]([C:8](=[O:9])[O:10][CH2:11][CH3:12])[CH2:4][CH2:5][CH2:6][CH2:7]1. Starting materials: C[Si](Cl)(C)C (trimethylchlorosilane), C(C)OP(=O)(CC1CCCCC1)C(C)(OCC)OCC (1,1-diethoxyethyl(cyclohexylmethyl)phosphinic acid ethyl ester), ClCCl (dichloromethane). The solvent is mixture, C(C)O (ethanol). Conditions: time 2.5 day. Yields the product C(C)OP(=O)CC1CCCCC1 (P-(cyclohexylmethyl)phosphinic acid ethyl ester). RXN SMILES: C[Si](C)(C)Cl.[CH2:6]([O:8][P:9](C(OCC)(OCC)C)([CH2:11][CH:12]1[CH2:17][CH2:16][CH2:15][CH2:14][CH2:13]1)=[O:10])[CH3:7].ClCCl>C(O)C>[CH2:6]([O:8][PH:9]([CH2:11][CH:12]1[CH2:17][CH2:16][CH2:15][CH2:14][CH2:13]1)=[O:10])[CH3:7]. Procedure: 150 g of trimethylchlorosilane are added to a solution of 213 g of 1,1-diethoxyethyl(cyclohexylmethyl)phosphinic acid ethyl ester in 600 ml of a mixture of dichloromethane and ethanol (90:10% by volume) and the batch is stirred for 2 to 3 days at room temperature. The solvent is removed and the residue is distilled under reduced pressure to give P-(cyclohexylmethyl)phosphinic acid ethyl ester having a boiling point of 50° (2×10-4 mbar).